Dataset: the Open Reaction Database (ORD), a public repository of structured organic reaction records. Task: describe an organic reaction: reactants, conditions, products, and yield The reactants are C(#N)C(C(=O)OCC)(C)C1=C(C(=CC=C1)S(=O)(=O)C1=C(C=CC=C1)Cl)OC (ethyl 2-cyano-2-[2-methoxy-3-(2-chlorobenzenesulfonyl)phenyl]propionate). The solvent is I (hydriodic acid), C(C)(=O)O (acetic acid). The product is CC1C(OC2=C1C=CC=C2S(=O)(=O)C2=C(C=CC=C2)Cl)=O (3-methyl-7-(2-chlorobenzenesulfonyl)-2,3-dihydrobenzofuran-2-one). The yield is 77.2%. As a reaction SMILES: [C:1]([C:3]([C:10]1[CH:15]=[CH:14][CH:13]=[C:12]([S:16]([C:19]2[CH:24]=[CH:23][CH:22]=[CH:21][C:20]=2[Cl:25])(=[O:18])=[O:17])[C:11]=1OC)(C)[C:4]([O:6]CC)=[O:5])#N>I.C(O)(=O)C>[CH3:1][CH:3]1[C:10]2[CH:15]=[CH:14][CH:13]=[C:12]([S:16]([C:19]3[CH:24]=[CH:23][CH:22]=[CH:21][C:20]=3[Cl:25])(=[O:18])=[O:17])[C:11]=2[O:6][C:4]1=[O:5]. Procedure: A solution of ethyl 2-cyano-2-[2-methoxy-3-(2-chlorobenzenesulfonyl)phenyl]propionate (3.6 g) in hydriodic acid (58%, 10 ml) and glacial acetic acid (30 ml) was refluxed under heating for 21 hours. After cooling, the reaction mixture was concentrated under reduced pressure. To the residue was added dil. aqueous sodium hydrogen sulfite, and the mixture was extracted with diethyl ether. The extract was washed with dil. aqueous sodium hydrogen sulfite and water in turn, dried and evaporated under r...